From a dataset of the Open Reaction Database (ORD), a public repository of structured organic reaction records. describe an organic reaction: reactants, conditions, products, and yield Reactants: O=[N+]([O-])c1ccccc1S(=O)(=O)Cl, COC(=O)CCc1ccc(N)cc1, c1ccncc1. Yields the product COC(=O)CCc1ccc(NS(=O)(=O)c2ccccc2[N+](=O)[O-])cc1. Reaction SMILES: [N+:14](=[O:15])([O-:16])[c:17]1[c:18]([S:23](=[O:24])(=[O:25])[Cl:26])[cH:19][cH:20][cH:21][cH:22]1.[NH2:1][c:2]1[cH:3][cH:4][c:5]([CH2:8][CH2:9][C:10](=[O:11])[O:12][CH3:13])[cH:6][cH:7]1.[cH:27]1[cH:28][cH:29][n:30][cH:31][cH:32]1>>[NH:1]([c:2]1[cH:3][cH:4][c:5]([CH2:8][CH2:9][C:10](=[O:11])[O:12][CH3:13])[cH:6][cH:7]1)[S:23]([c:18]1[c:17]([N+:14](=[O:15])[O-:16])[cH:22][cH:21][cH:20][cH:19]1)(=[O:24])=[O:25]. Starting materials: CCCOc1ccccc1N1CCNCC1, CC(=O)CC(C)C, O=c1[nH]c(=O)n(CCCCCl)c2ccccc12, Cl, [I-], [K+], [Na+], [Na+], O=C([O-])[O-]. Product: CCCOc1ccccc1N1CCN(CCCCn2c(=O)[nH]c(=O)c3ccccc32)CC1. As a reaction SMILES: [CH2:19]([CH2:20][CH3:21])[O:22][c:23]1[c:24]([N:29]2[CH2:30][CH2:31][NH:32][CH2:33][CH2:34]2)[cH:25][cH:26][cH:27][cH:28]1.[CH2:43]([C:44]([CH3:45])=[O:46])[CH:47]([CH3:48])[CH3:49].[Cl:1][CH2:2][CH2:3][CH2:4][CH2:5][n:6]1[c:7](=[O:17])[nH:8][c:9](=[O:16])[c:10]2[cH:11][cH:12][cH:13][cH:14][c:15]12.[ClH:18].[I-:36].[K+:35].[Na+:37].[Na+:38].[O-:39][C:40](=[O:41])[O-:42]>>[CH2:2]([CH2:3][CH2:4][CH2:5][n:6]1[c:7](=[O:17])[nH:8][c:9](=[O:16])[c:10]2[cH:11][cH:12][cH:13][cH:14][c:15]12)[N:32]1[CH2:31][CH2:30][N:29]([c:24]2[c:23]([O:22][CH2:19][CH2:20][CH3:21])[cH:28][cH:27][cH:26][cH:25]2)[CH2:34][CH2:33]1. Yields the product FC(F)(F)Oc1ccc(-c2ccc3[nH]ccc3c2)cc1. As a reaction SMILES: [Br:7][c:8]1[cH:9][c:10]2[cH:11][cH:12][nH:13][c:14]2[cH:15][cH:16]1.[C:1](=[O:2])([O-:3])[O-:4].[CH3:32][CH2:33][O:34][C:35](=[O:36])[CH3:37].[F:17][C:18]([O:19][c:20]1[cH:21][cH:22][c:23]([B:26]([OH:27])[OH:28])[cH:24][cH:25]1)([F:29])[F:30].[Na+:5].[Na+:6].[OH2:31]>>[c:8]1(-[c:23]2[cH:22][cH:21][c:20]([O:19][C:18]([F:17])([F:29])[F:30])[cH:25][cH:24]2)[cH:9][c:10]2[cH:11][cH:12][nH:13][c:14]2[cH:15][cH:16]1. Reactants: Brc1ccc2[nH]ccc2c1, O=C([O-])[O-], CCOC(C)=O, OB(O)c1ccc(OC(F)(F)F)cc1, [Na+], [Na+], O.